Dataset: the Open Reaction Database (ORD), a public repository of structured organic reaction records. Task: describe an organic reaction: reactants, conditions, products, and yield The reactants are C=C1CCN(C(=O)OC(C)(C)C)CC1, C1CCOC1, FC(F)(F)c1ccccc1I, [K+], [K+], [Na+], O=C([O-])[O-], CN(C)C=O, [OH-], O. Yields the product CC(C)(C)OC(=O)N1CCC(Cc2ccccc2C(F)(F)F)CC1. As a reaction SMILES: [C:1]([CH3:2])([CH3:3])([CH3:4])[O:5][C:6](=[O:7])[N:8]1[CH2:9][CH2:10][C:11](=[CH2:14])[CH2:12][CH2:13]1.[CH2:34]1[O:35][CH2:36][CH2:37][CH2:38]1.[I:15][c:16]1[c:17]([C:22]([F:23])([F:24])[F:25])[cH:18][cH:19][cH:20][cH:21]1.[K+:26].[K+:27].[Na+:33].[O-:28][C:29]([O-:30])=[O:31].[O:40]=[CH:41][N:42]([CH3:43])[CH3:44].[OH-:32].[OH2:39]>>[C:1]([CH3:2])([CH3:3])([CH3:4])[O:5][C:6](=[O:7])[N:8]1[CH2:9][CH2:10][CH:11]([CH2:14][c:16]2[c:17]([C:22]([F:23])([F:24])[F:25])[cH:18][cH:19][cH:20][cH:21]2)[CH2:12][CH2:13]1. RXN SMILES: [NH2:1][CH:2]([CH2:5][OH:6])[CH2:3][OH:4].[N+]([C:10]1[CH:17]=[CH:16][CH:15]=[C:12]([C:13]#[N:14])[C:11]=1[C:18]#[N:19])([O-])=O.C([O-])([O-])=O.[K+].[K+].C1C=CC=CC=1>CS(C)=O.CC#N>[C:18](#[N:19])[C:11]1[C:12](=[CH:15][CH:16]=[CH:17][CH:10]=1)[C:13]#[N:14].[C:18](#[N:19])[C:11]1[C:12](=[CH:15][CH:16]=[CH:17][CH:10]=1)[C:13]#[N:14].[NH2:1][CH:2]([CH2:5][OH:6])[CH2:3][OH:4] |f:2.3.4,8.9.10|. Solvent: CS(=O)C (DMSO), CC#N (CH3CN). Reported procedure: A mixture of serinol (45.8 mg, 0.50 mmol, 1 equiv.), 3-nitrophthalonitrile (258.1 mg, 1.5 mmol, 2.5 equiv.) and K2CO3 (277.4 mg, 2.0 mmol, 4 equiv.) in 3 mL DMSO was stirred at room temperature and monitored periodically by TLC (9:1 benzene:CH3CN). The reaction mixture changed from orange to brown as the reaction occurred. After 90 h, the reaction mixture was heated to 70° C. TLC analysis showed the gradual disappearance of 3-nitrophthalonitrile over the next 8.5 h. The reaction mixture was part... Yields the product C(C=1C(C#N)=CC=CC1)#N.C(C=1C(C#N)=CC=CC1)#N.NC(CO)CO (Serinol Bisphthalonitrile). The reactants are C1=CC=CC=C1 (benzene), NC(CO)CO (serinol), [N+](=O)([O-])C1=C(C(C#N)=CC=C1)C#N (3-nitrophthalonitrile), C(=O)([O-])[O-].[K+].[K+] (K2CO3), [N+](=O)([O-])C1=C(C(C#N)=CC=C1)C#N (3-nitrophthalonitrile). Conditions: time 90 hour. Reactants: FC1=C(C=C(C=C1)C)NC(=O)NC1=CC=C(C=C1)B1OC(C(O1)(C)C)(C)C (1-(2-Fluoro-5-methylphenyl)-3-[4-(4,4,5,5-tetramethyl-1,3,2-dioxaborolan-2-yl)-phenyl]urea), BrC1=NC=CC2=C1C(=NN2)N (4-bromo-1H-pyrazolo[4,3-c]pyrid-3-ylamine). The product is NC1=NNC2=NC=CC(=C21)C2=CC=C(C=C2)NC(=O)NC2=C(C=CC(=C2)C)F (1-[4-(3-amino-1H-pyrazolo[3,4-b]pyrid-4-yl)phenyl]-3-(2-fluoro-5-methylphenyl)urea). Reaction SMILES: [F:1][C:2]1[CH:7]=[CH:6][C:5]([CH3:8])=[CH:4][C:3]=1[NH:9][C:10]([NH:12][C:13]1[CH:18]=[CH:17][C:16](B2OC(C)(C)C(C)(C)O2)=[CH:15][CH:14]=1)=[O:11].Br[C:29]1[C:34]2[C:35]([NH2:38])=[N:36][NH:37][C:33]=2[CH:32]=[CH:31][N:30]=1>>[NH2:38][C:35]1[C:34]2[C:29](=[N:30][CH:31]=[CH:32][C:33]=2[C:16]2[CH:15]=[CH:14][C:13]([NH:12][C:10]([NH:9][C:3]3[CH:4]=[C:5]([CH3:8])[CH:6]=[CH:7][C:2]=3[F:1])=[O:11])=[CH:18][CH:17]=2)[NH:37][N:36]=1. Reported procedure: 1-(2-Fluoro-5-methylphenyl)-3-[4-(4,4,5,5-tetramethyl-1,3,2-dioxaborolan-2-yl)-phenyl]urea is coupled, by Suzuki reaction, with 4-bromo-1H-pyrazolo[4,3-c]pyrid-3-ylamine according to a protocol similar to that for the preparation of Example 3. A yellow powder of 1-[4-(3-amino-1H-pyrazolo[3,4-b]pyrid-4-yl)phenyl]-3-(2-fluoro-5-methylphenyl)urea is obtained, the characteristics of which are as follows: The reactants are [Br-].CC(=CC[S+]1CCCC1)C (1-(3-methyl-but-2-enyl)-tetrahydrothiophenium bromide), N1=CC=C(C=C1)C=O (pyridine-4-carboxaldehyde), N1=CC=C(C=C1)C=O (pyridine-4-carboxaldehyde), [H-].[Na+] (sodium hydride). Conditions: time 1.5 hour. Product: CC(=CC1C(O1)C1=CC=NC=C1)C (4-[3-(2-methylpropenyl)oxiranyl]pyridine). As a reaction SMILES: [Br-].[CH3:2][C:3]([CH3:11])=[CH:4][CH2:5][S+]1CCCC1.[N:12]1[CH:17]=[CH:16][C:15]([CH:18]=[O:19])=[CH:14][CH:13]=1.[H-].[Na+]>>[CH3:11][C:3]([CH3:2])=[CH:4][CH:5]1[O:19][CH:18]1[C:15]1[CH:16]=[CH:17][N:12]=[CH:13][CH:14]=1 |f:0.1,3.4|. Reported procedure: To a suspension of 1-(3-methyl-but-2-enyl)-tetrahydrothiophenium bromide (381 mg in 5 mL dry tetrahydrofuran) at 0° C. was added 0.31 mL pyridine-4-carboxaldehyde followed by 111 mg sodium hydride and the mixture allowed to warm to room temperature. After 1.5 hours, an additional 0.15 mL pyridine-4-carboxaldehyde was added and after 30 minutes the reaction quenched by the addition of water. The mixture was partitioned between ethyl acetate and water and the organic portion washed with saturated ... Starting materials: BrC=1C=C(C=NC1Cl)C(=O)OC (methyl 5-bromo-6-chloro-3-pyridinecarboxylate), [Na+].[I-] (NaI). The solvent is I (HI). Run at temperature 50 celsius, time 8 hour. Product: BrC=1C=C(C=NC1I)C(=O)OC (Methyl 5-bromo-6-iodo-3-pyridinecarboxylate). Yield: 40.8%. Reaction SMILES: [Br:1][C:2]1[CH:3]=[C:4]([C:9]([O:11][CH3:12])=[O:10])[CH:5]=[N:6][C:7]=1Cl.[Na+].[I-:14]>I>[Br:1][C:2]1[CH:3]=[C:4]([C:9]([O:11][CH3:12])=[O:10])[CH:5]=[N:6][C:7]=1[I:14] |f:1.2|. Procedure details: To a solution of methyl 5-bromo-6-chloro-3-pyridinecarboxylate (4500 mg, 17.97 mmol) in HI (30 ml) was added NaI (3501 mg, 23.36 mmol). The mixture was stirred at 50° C. overnight. Reaction was cooled at 0° C. and the precipitated solid was isolated by filtration and washed with 15 ml of MeOH. The obtained solid was suspended in 25 ml of water and pH was adjusted to 9 with NaOH 6N (1.5 ml). The aqueous phase was extracted twice with DCM and once with DCM/MeOH (5%). Organic layers were dried over... Starting materials: CS(=O)(=O)OCCC1CN(C(O1)=O)C1=CC=C(C=C1)OC (5-(2-methanesulfonyloxyethyl)-3-p-methoxyphenyloxazolidin-2-one), OC1(CCNCC1)C1=CC2=C(C=C1)OCO2 (4-hydroxy-4-(3,4-methylenedioxyphenyl)piperidine), [I-].[K+] (potassium iodide), C([O-])([O-])=O.[K+].[K+] (potassium carbonate). The solvent is C(C)#N (acetonitrile). Product: OC1(CCN(CC1)CCC1CN(C(O1)=O)C1=CC=C(C=C1)OC)C1=CC2=C(C=C1)OCO2 (5-[2-(4-hydroxy-4-(3,4-methylenedioxyphenyl)piperidino)ethyl]-3-p-methoxyphenyloxazolidin-2-one). As a reaction SMILES: CS(O[CH2:6][CH2:7][CH:8]1[O:12][C:11](=[O:13])[N:10]([C:14]2[CH:19]=[CH:18][C:17]([O:20][CH3:21])=[CH:16][CH:15]=2)[CH2:9]1)(=O)=O.[OH:22][C:23]1([C:29]2[CH:34]=[CH:33][C:32]3[O:35][CH2:36][O:37][C:31]=3[CH:30]=2)[CH2:28][CH2:27][NH:26][CH2:25][CH2:24]1.[I-].[K+].C(=O)([O-])[O-].[K+].[K+]>C(#N)C>[OH:22][C:23]1([C:29]2[CH:34]=[CH:33][C:32]3[O:35][CH2:36][O:37][C:31]=3[CH:30]=2)[CH2:28][CH2:27][N:26]([CH2:6][CH2:7][CH:8]2[O:12][C:11](=[O:13])[N:10]([C:14]3[CH:19]=[CH:18][C:17]([O:20][CH3:21])=[CH:16][CH:15]=3)[CH2:9]2)[CH2:25][CH2:24]1 |f:2.3,4.5.6|. Procedure details: 4.10 g of 5-(2-methanesulfonyloxyethyl)-3-p-methoxyphenyloxazolidin-2-one [m.p. 61°-64°; obtainable by reaction of 3,4-epoxy-1-butanol with N-benzyl-p-methoxyaniline to give 1-(N-benzyl-p-methoxyanilino)butane-2,4-diol (resin), hydrogenolysis to give 1-p-methoxyanilinobutane-2,4-diol (resin), reaction with diethyl carbonate to give 5-(2-hydroxyethyl)-3-p-methoxyphenyloxazolidin-2-one (m.p. 77°-78°) and reaction with CH3SO2Cl] are boiled together with 3.13 g of 4-hydroxy-4-(3,4-methylenedioxyphen...